This data is from the Open Reaction Database (ORD), a public repository of structured organic reaction records. The task is: describe an organic reaction: reactants, conditions, products, and yield The reactants are Cl (hydrochloric acid), [N+](=O)([O-])C1=C2C(NNC2=CC=C1)=O (4-nitro-1,2-dihydro-indazol-3-one), N-ethyldiisopropylamide, CI (methyl iodide). The solvent is CN(C(C)=O)C (N,N-dimethyl-acetamide). Run at time 2 hour. Product: CN1NC(C2=C(C=CC=C12)[N+](=O)[O-])=O (1-methyl-4-nitro-1,2-dihydro-indazol-3-one). RXN SMILES: [N+:1]([C:4]1[CH:12]=[CH:11][CH:10]=[C:9]2[C:5]=1[C:6](=[O:13])[NH:7][NH:8]2)([O-:3])=[O:2].[CH3:14]I.Cl>CN(C)C(=O)C>[CH3:14][N:8]1[C:9]2[C:5](=[C:4]([N+:1]([O-:3])=[O:2])[CH:12]=[CH:11][CH:10]=2)[C:6](=[O:13])[NH:7]1. Reported procedure: 306 mg (1.7 mmol) 4-nitro-1,2-dihydro-indazol-3-one are dissolved in 1 ml N,N-dimethyl-acetamide, combined with 150 μl (2.4 mmol) methyl iodide and 500 μl (2.32 mmol) of N-ethyldiisopropylamide and stirred for 2 h at ambient temperature. Then the reaction mixture is combined with 40 ml of a 1 N aqueous hydrochloric acid and extracted twice with 50 ml dichloromethane. Then the organic phase is dried with MgSO4, the solvent is eliminated in vacuo and the crude product is purified by chromatography... Reactants: ClC=1C(NN=CC1Cl)=O (4,5-dichloro-3(2H)-pyridazinone), COC1=CC=C(CCl)C=C1 (4-methoxybenzyl chloride), [K] (potassium), [OH-].[K+] (potassium hydroxide). The reagents and catalysts are [Br-].C(CCC)[N+](CCCC)(CCCC)CCCC (tetrabutyl ammonium bromide). The solvent is CO (methanol), C1(=CC=CC=C1)C (toluene), C1(=CC=CC=C1)C (toluene), C(C)(=O)OCC (ethyl acetate). Conditions: time 3 hour. The product is ClC=1C(N(N=CC1Cl)CC1=CC=C(C=C1)OC)=O (4,5-Dichloro-2-(4-methoxybenzyl)-3(2H)-pyridazinone). The yield is 41.0%. As a reaction SMILES: [Cl:1][C:2]1[C:3](=[O:9])[NH:4][N:5]=[CH:6][C:7]=1[Cl:8].[K].[OH-].[K+].[CH3:13][O:14][C:15]1[CH:22]=[CH:21][C:18]([CH2:19]Cl)=[CH:17][CH:16]=1>CO.C1(C)C=CC=CC=1.[Br-].C([N+](CCCC)(CCCC)CCCC)CCC.C(OCC)(=O)C>[Cl:1][C:2]1[C:3](=[O:9])[N:4]([CH2:19][C:18]2[CH:21]=[CH:22][C:15]([O:14][CH3:13])=[CH:16][CH:17]=2)[N:5]=[CH:6][C:7]=1[Cl:8] |f:2.3,7.8,^1:9|. Procedure: 1.65 g (10 mmoles) of 4,5-dichloro-3(2H)-pyridazinone are converted into potassium salt with an equimolar amount of potassium hydroxide dissolved in methanol, and the methanol is removed in vacuo. To the suspension of the salt in 30 ml of toluene a solution of 1.56 g (10 mmoles) of 4-methoxybenzyl chloride in 30 ml of toluene is dropped under stirring, then 0.6 g (1.8 mmole) of tetrabutyl ammonium bromide is added. The reaction mixture is boiled for 3 hours under reflux cooling and evaporated to... The reactants are FC1=CC2=C(N=C(N2)SCC=2C=CC=C3C(CCN(C23)CC)COC(C)=O)C=C1OC (8-(5-fluoro-6-methoxy-2-benzimidazolyl)thiomethyl-1-ethyl-4-acetyloxymethyl-1,2,3,4-tetrahydroquinoline), C([O-])([O-])=O.[K+].[K+] (potassium carbonate). Solvent: CO (methanol). Run at time 1 hour. Yields the product FC1=CC2=C(N=C(N2)SCC=2C=CC=C3C(CCN(C23)CC)CO)C=C1OC (8-(5-fluoro-6-methoxy-2-benzimidazolyl)thiomethyl-1-ethyl-4-hydroxymethyl-1,2,3,4-tetrahydroquinoline). Yield: 75.4%. Reaction SMILES: [F:1][C:2]1[C:29]([O:30][CH3:31])=[CH:28][C:5]2[N:6]=[C:7]([S:9][CH2:10][C:11]3[CH:12]=[CH:13][CH:14]=[C:15]4[C:20]=3[N:19]([CH2:21][CH3:22])[CH2:18][CH2:17][CH:16]4[CH2:23][O:24]C(=O)C)[NH:8][C:4]=2[CH:3]=1.C(=O)([O-])[O-].[K+].[K+]>CO>[F:1][C:2]1[C:29]([O:30][CH3:31])=[CH:28][C:5]2[N:6]=[C:7]([S:9][CH2:10][C:11]3[CH:12]=[CH:13][CH:14]=[C:15]4[C:20]=3[N:19]([CH2:21][CH3:22])[CH2:18][CH2:17][CH:16]4[CH2:23][OH:24])[NH:8][C:4]=2[CH:3]=1 |f:1.2.3|. Reported procedure: To a solution of 8-(5-fluoro-6-methoxy-2-benzimidazolyl)thiomethyl-1-ethyl-4-acetyloxymethyl-1,2,3,4-tetrahydroquinoline (2.55 g) in methanol (20 ml) was added a saturated aqueous solution of potassium carbonate (10 ml) and the mixture was stirred for 1 hour at room temperature. The reaction mixture was extracted with dichloromethane and dried. The solvent was distilled off to give 8-(5-fluoro-6-methoxy-2-benzimidazolyl)thiomethyl-1-ethyl-4-hydroxymethyl-1,2,3,4-tetrahydroquinoline (1.74 g). The reactants are O=C([O-])O, ClCCl, CS(=O)(=O)c1cc(F)cc(CO)c1, [Na+], [Na+], [Na+], O=S([O-])([O-])=S. The product is CS(=O)(=O)c1cc(F)cc(C=O)c1. As a reaction SMILES: [C:14](=[O:15])([OH:16])[O-:17].[Cl:26][CH2:27][Cl:28].[F:1][c:2]1[cH:3][c:4]([CH2:12][OH:13])[cH:5][c:6]([S:8](=[O:9])(=[O:10])[CH3:11])[cH:7]1.[Na+:18].[Na+:24].[Na+:25].[S:19]([O-:20])([O-:21])(=[O:22])=[S:23]>>[F:1][c:2]1[cH:3][c:4]([CH:12]=[O:13])[cH:5][c:6]([S:8](=[O:9])(=[O:10])[CH3:11])[cH:7]1. Reactants: CO, COCOc1cncc(N2CCCNCC2)c1, Cl. Yields the product Cl, Oc1cncc(N2CCCNCC2)c1. RXN SMILES: [CH3:18][OH:19].[CH3:1][O:2][CH2:3][O:4][c:5]1[cH:6][c:7]([N:11]2[CH2:12][CH2:13][NH:14][CH2:15][CH2:16][CH2:17]2)[cH:8][n:9][cH:10]1.[ClH:20]>>[ClH:20].[OH:4][c:5]1[cH:6][c:7]([N:11]2[CH2:12][CH2:13][NH:14][CH2:15][CH2:16][CH2:17]2)[cH:8][n:9][cH:10]1. Reactants: C(C1=CC=CC=C1)OC(C(=C(CCC)CCC)C#N)=O (2-cyano-3-propyl-hex-2-enoic acid benzyl ester), [N+](=O)([O-])C (nitromethane), C1CCC2=NCCCN2CC1 (DBU). The solvent is C(C)#N (acetonitrile). Reaction conditions: time 16 hour. The product is EtOAc hexanes, C(C1=CC=CC=C1)OC(=O)C1(C(C1)(CCC)CCC)C#N (1-cyano-2,2-dipropyl-cyclopropanecarboxylic acid benzyl ester). Yield: 74.3%. RXN SMILES: [CH2:1]([O:8][C:9](=[O:20])[C:10]([C:18]#[N:19])=[C:11]([CH2:15][CH2:16][CH3:17])[CH2:12][CH2:13][CH3:14])[C:2]1[CH:7]=[CH:6][CH:5]=[CH:4][CH:3]=1.[N+]([CH3:24])([O-])=O.C1CCN2C(=NCCC2)CC1>C(#N)C>[CH2:1]([O:8][C:9]([C:10]1([C:18]#[N:19])[CH2:24][C:11]1([CH2:12][CH2:13][CH3:14])[CH2:15][CH2:16][CH3:17])=[O:20])[C:2]1[CH:7]=[CH:6][CH:5]=[CH:4][CH:3]=1. Procedure details: To a solution of 2-cyano-3-propyl-hex-2-enoic acid benzyl ester (0.91 g, 3.35 mmol) in 50 mL acetonitrile was added nitromethane (0.91 mL, 16.77 mmol), followed by DBU (0.50 mL, 3.35 mmol) resulting in an orange solution. The reaction was stirred at room temperature for 16 hours, then partitioned between Et2O and 1N HCl (aq). The phases were separated, and the organic phase washed with brine, dried (MgSO4), and concentrated. Flash chromatography of the residue (5→10% EtOAc/hexanes) afforded 0.71... Reactants: CSC=1C=C(C=CC1[N+](=O)[O-])O (3-(Methylsulfanyl)4-nitrophenol), NC1=C(C=C(C=C1)O)F (4-amino-3-fluorophenol). The product is NC1=C(C=C(C=C1)O)SC (4-Amino-3-(methylsulfanyl)phenol). The yield is 81.2%. Reaction SMILES: [CH3:1][S:2][C:3]1[CH:4]=[C:5]([OH:12])[CH:6]=[CH:7][C:8]=1[N+:9]([O-])=O.NC1C=CC(O)=CC=1F>>[NH2:9][C:8]1[CH:7]=[CH:6][C:5]([OH:12])=[CH:4][C:3]=1[S:2][CH3:1]. Procedure details: This compound was prepared from 3-(Methylsulfanyl)4-nitrophenol (3.2 g, 17.3 mmol) in the manner described for 4-amino-3-fluorophenol, affording 2.18 g (81.3%) of the title compound. 1H-NMR (DMSO-d6) δ 8.56 (s, 1H), 6.60 (d, J=2.7 Hz, 1H), 6.53 (d, J=8.7 Hz, 1H), 6.43 (dd, J=8.7, 2.4 Hz, 1H), 2.28 (s, 3H). The product is CC1CCCN1CCc1ccc(N)c([N+](=O)[O-])c1. The reactants are CC(=O)Nc1ccc(CCN2CCCC2C)cc1[N+](=O)[O-], Cl, [Na+], [OH-]. As a reaction SMILES: [CH3:1][CH:2]1[N:3]([CH2:7][CH2:8][c:9]2[cH:10][c:11]([N+:19](=[O:20])[O-:21])[c:12]([NH:15][C:16](=[O:17])[CH3:18])[cH:13][cH:14]2)[CH2:4][CH2:5][CH2:6]1.[ClH:24].[Na+:23].[OH-:22]>>[CH3:1][CH:2]1[N:3]([CH2:7][CH2:8][c:9]2[cH:10][c:11]([N+:19](=[O:20])[O-:21])[c:12]([NH2:15])[cH:13][cH:14]2)[CH2:4][CH2:5][CH2:6]1. Reactants: [Cl-].[NH4+] (ammonium chloride), C(C)(C)(C)[S@](=O)\N=C\C=1C=C(C(=O)OC)C=CC1 (methyl 3-[(E)-{[(S)-tert-butylsulfinyl]imino}methyl]benzoate), C(C)[Zn]CC.CCCCCC (diethylzinc hexane), C(C)[Mg]Br.C(C)OCC (ethylmagnesium bromide diethyl ether). Run in C(C)(=O)OCC (ethyl acetate), C1CCOC1 (THF). Conditions: time 5 minute. Product: C(C)(C)(C)[S@](=O)N[C@@H](CC)C=1C=C(C(=O)OC)C=CC1 (methyl 3-[(1S)-1-{[(S)-tert-butylsulfinyl]amino}propyl]benzoate). Reaction SMILES: [C:1]([S@@:5](/[N:7]=[CH:8]/[C:9]1[CH:10]=[C:11]([CH:16]=[CH:17][CH:18]=1)[C:12]([O:14][CH3:15])=[O:13])=[O:6])([CH3:4])([CH3:3])[CH3:2].[CH2:19]([Zn]CC)[CH3:20].CCCCCC.C([Mg]Br)C.C(OCC)C.[Cl-].[NH4+]>C1COCC1.C(OCC)(=O)C>[C:1]([S@@:5]([NH:7][C@H:8]([C:9]1[CH:10]=[C:11]([CH:16]=[CH:17][CH:18]=1)[C:12]([O:14][CH3:15])=[O:13])[CH2:19][CH3:20])=[O:6])([CH3:4])([CH3:2])[CH3:3] |f:1.2,3.4,5.6|. Procedure details: To a solution of 500 mg of methyl 3-[(E)-{[(S)-tert-butylsulfinyl]imino}methyl]benzoate in 12 ml of THF was added 0.50 ml of a 1 M diethylzinc/hexane solution at −78° C., followed by stirring at the same temperature for 5 minutes. 0.80 ml of a 3 M ethylmagnesium bromide/diethyl ether solution was added thereto at −78° C., followed by stirring at the same temperature for 2 hours. To the reaction mixture were added a saturated aqueous ammonium chloride solution and ethyl acetate to carry out a lay... Reactants: CC1(CC2(CC2)C1)C(=O)OCC1=CC=CC=C1 (Benzyl 5-methylspiro[2.3]hexane-5-carboxylate), [OH-].[Na+] (NaOH). Run in C1CCOC1 (THF), O (water). Conditions: temperature 50 celsius, time 12 hour. Yields the product CC1(CC2(CC2)C1)C(=O)O (5-Methylspiro[2.3]hexane-5-carboxylic acid). The yield is 98.6%. As a reaction SMILES: [CH3:1][C:2]1([C:8]([O:10]CC2C=CC=CC=2)=[O:9])[CH2:7][C:4]2([CH2:6][CH2:5]2)[CH2:3]1.[OH-].[Na+]>C1COCC1.O>[CH3:1][C:2]1([C:8]([OH:10])=[O:9])[CH2:7][C:4]2([CH2:6][CH2:5]2)[CH2:3]1 |f:1.2|. Procedure: To a stirred solution of Intermediate 317A (200 mg, 0.868 mmol) in THF (2 mL) and water (1 mL) was added NaOH (104 mg, 2.61 mmol) at RT and the reaction mixture was warmed to 50° C. and stirred for 12 h. The reaction mixture was concentrated under a reduced pressure, the residue was to pH 2 with a 1.5 N aq. solution of HCl and extracted with Et2O (3×15 mL) The combined organic layer was dried over Na2SO4, filtered and the filtrate concentrated to afford Intermediate 317B as a colorless liquid (0...